From a dataset of the Open Reaction Database (ORD), a public repository of structured organic reaction records. describe an organic reaction: reactants, conditions, products, and yield Starting materials: Cc1[nH]c2ccc(OCCCBr)cc2c1C(=O)OCc1ccccc1, C1CCNC1, CC#N. Yields the product Cc1[nH]c2ccc(OCCCN3CCCC3)cc2c1C(=O)OCc1ccccc1. Reaction SMILES: [CH2:1]([c:2]1[cH:3][cH:4][cH:5][cH:6][cH:7]1)[O:8][C:9](=[O:10])[c:11]1[c:12]([CH3:25])[nH:13][c:14]2[cH:15][cH:16][c:17]([O:20][CH2:21][CH2:22][CH2:23][Br:24])[cH:18][c:19]12.[CH2:26]1[CH2:27][CH2:28][NH:29][CH2:30]1.[CH3:31][C:32]#[N:33]>>[CH2:1]([c:2]1[cH:3][cH:4][cH:5][cH:6][cH:7]1)[O:8][C:9](=[O:10])[c:11]1[c:12]([CH3:25])[nH:13][c:14]2[cH:15][cH:16][c:17]([O:20][CH2:21][CH2:22][CH2:23][N:29]3[CH2:28][CH2:27][CH2:26][CH2:30]3)[cH:18][c:19]12. Reactants: CC1=C(N)C=CC=C1SC (2-Methyl-3-methylthioaniline), dimethyl acetal, ClCC=O (2-chloroacetaldehyde), C([O-])([O-])=O.[Na+].[Na+] (sodium carbonate). Run at temperature 150 celsius. The product is dimethyl acetal, CC1=C(NCC=O)C=CC=C1SC (2-(2-methyl-3-methylthioanilino)acetaldehyde). As a reaction SMILES: [CH3:1][C:2]1[C:8]([S:9][CH3:10])=[CH:7][CH:6]=[CH:5][C:3]=1[NH2:4].Cl[CH2:12][CH:13]=[O:14].C(=O)([O-])[O-].[Na+].[Na+]>>[CH3:1][C:2]1[C:8]([S:9][CH3:10])=[CH:7][CH:6]=[CH:5][C:3]=1[NH:4][CH2:12][CH:13]=[O:14] |f:2.3.4|. Procedure details: 2-Methyl-3-methylthioaniline (0.3 mole), the dimethyl acetal of 2-chloroacetaldehyde (0.3 mole) and sodium carbonate (20 grams) are charged into a glass reaction flask equipped with a mechanical stirrer, thermometer and reflux condenser. The reaction mixture is heated to about 150°C for a period of about 8 hours. After this time the mixture is filtered and the filrate is distilled to yield the desired product the dimethyl acetal of 2-(2-methyl-3-methylthioanilino)acetaldehyde. Reactants: NC=1C=C(C(=O)C2=CC=C3CC(NC3=C2)=O)C=CC1 (6-(3-Amino-benzoyl)-1,3-dihydro-indol-2-one), acid chloride, CN1N=CC(=C1C)C(=O)O (1,5-Dimethyl-1H-pyrazole-4-carboxylic acid), S(=O)(Cl)Cl (thionyl chloride). Solvent: C1CCOC1 (THF). Run at temperature 79 celsius, time 3 hour. Product: O=C1NC2=CC(=CC=C2C1)C(=O)C=1C=C(C=CC1)NC(=O)C=1C=NN(C1C)C (1,5-Dimethyl-1H-pyrazole-4-carboxylic acid [3-(2-oxo-2,3-dihydro-1H-indole-6-carbonyl)-phenyl]-amide). The yield is 45.6%. RXN SMILES: [CH3:1][N:2]1[C:6]([CH3:7])=[C:5]([C:8]([OH:10])=O)[CH:4]=[N:3]1.S(Cl)(Cl)=O.[NH2:15][C:16]1[CH:17]=[C:18]([CH:31]=[CH:32][CH:33]=1)[C:19]([C:21]1[CH:29]=[C:28]2[C:24]([CH2:25][C:26](=[O:30])[NH:27]2)=[CH:23][CH:22]=1)=[O:20]>C1COCC1>[O:30]=[C:26]1[CH2:25][C:24]2[C:28](=[CH:29][C:21]([C:19]([C:18]3[CH:17]=[C:16]([NH:15][C:8]([C:5]4[CH:4]=[N:3][N:2]([CH3:1])[C:6]=4[CH3:7])=[O:10])[CH:33]=[CH:32][CH:31]=3)=[O:20])=[CH:22][CH:23]=2)[NH:27]1. Reported procedure: A dry flask was charged with 1,5-Dimethyl-1H-pyrazole-4-carboxylic acid (0.144 g, 1.03 mmol) and thionyl chloride (5 mL) and allowed to stir at 79° C. for 3 h. The thionyl chloride was then removed by concentration in vacuo. The crude acid chloride was cooled to room temperature, and then dissolved in THF (101 mL). 6-(3-Amino-benzoyl)-1,3-dihydro-indol-2-one (as prepared in Example 40, 0.260 g, 1.03 mmol) was added to the THF solution of the acid chloride, and the mixture was allowed to reflux o... Reactants: FCCBr, O=C([O-])[O-], CS(C)=O, O=C(NC(COCC1CCNCC1)c1ccccc1Cl)c1ccc2c(Cl)c[nH]c2c1, [K+], [K+], O. Product: O=C(NC(COCC1CCN(CCF)CC1)c1ccccc1Cl)c1ccc2c(Cl)c[nH]c2c1. RXN SMILES: [Br:37][CH2:38][CH2:39][F:40].[C:31](=[O:32])([O-:33])[O-:34].[CH3:42][S:43]([CH3:44])=[O:45].[Cl:1][c:2]1[cH:3][nH:4][c:5]2[cH:6][c:7]([C:11](=[O:12])[NH:13][CH:14]([CH2:15][O:16][CH2:17][CH:18]3[CH2:19][CH2:20][NH:21][CH2:22][CH2:23]3)[c:24]3[c:25]([Cl:30])[cH:26][cH:27][cH:28][cH:29]3)[cH:8][cH:9][c:10]12.[K+:35].[K+:36].[OH2:41]>>[Cl:1][c:2]1[cH:3][nH:4][c:5]2[cH:6][c:7]([C:11](=[O:12])[NH:13][CH:14]([CH2:15][O:16][CH2:17][CH:18]3[CH2:19][CH2:20][N:21]([CH2:38][CH2:39][F:40])[CH2:22][CH2:23]3)[c:24]3[c:25]([Cl:30])[cH:26][cH:27][cH:28][cH:29]3)[cH:8][cH:9][c:10]12. The reactants are CC(C)C(=O)Cl, O=C(O)O, ClCCl, CCOC(=O)c1csc(N)n1, c1ccncc1. Yields the product CCOC(=O)c1csc(NC(=O)C(C)C)n1. RXN SMILES: [C:18]([CH:19]([CH3:20])[CH3:21])(=[O:22])[Cl:23].[C:24](=[O:25])([OH:26])[OH:27].[Cl:28][CH2:29][Cl:30].[NH2:1][c:2]1[s:3][cH:4][c:5]([C:7](=[O:8])[O:9][CH2:10][CH3:11])[n:6]1.[cH:12]1[cH:13][cH:14][n:15][cH:16][cH:17]1>>[NH:1]([c:2]1[s:3][cH:4][c:5]([C:7](=[O:8])[O:9][CH2:10][CH3:11])[n:6]1)[C:18]([CH:19]([CH3:20])[CH3:21])=[O:22]. Starting materials: CC=1N(C=CN1)C1=CC=C(C=C1)I (4-(2-methylimidazol-1-yl)phenyl iodide), C(#N)[BH3-].[Na+] (sodium cyanoborohydride), C(#N)[BH3-].[Na+] (sodium cyanoborohydride), IC=1C=C(C=CC1)C1(CCOCC1)C=NOC (4-(3-iodophenyl)-4-methoxyiminomethyl-3,4,5,6-tetrahydro-2H-pyran), NC(=S)N (thiourea), [O-2].[Ca+2] (calcium oxide). The reagents and catalysts are CC[PH+](CC)CC.CC[PH+](CC)CC.Cl[Ni]Cl (bis(triethylphosphine)nickel(II)chloride), CC[PH+](CC)CC.CC[PH+](CC)CC.Cl[Ni]Cl (Bis(triethylphosphine)nickel(II)chloride). The solvent is CN(C)C=O (DMF). Conditions: temperature 60 celsius, time 1.5 hour. Product: CC=1N(C=CN1)C1=CC=C(C=C1)SC=1C=C(C=CC1)C1(CCOCC1)C=NOC (4-[3-[4-(2-Methylimidazol-1-yl)phenylthio]phenyl]-4-methoxyiminomethyl-3,4,5,6-tetrahydro-2H-pyran). The yield is 36.6%. As a reaction SMILES: C([BH3-])#N.[Na+].I[C:6]1[CH:7]=[C:8]([C:12]2([CH:18]=[N:19][O:20][CH3:21])[CH2:17][CH2:16][O:15][CH2:14][CH2:13]2)[CH:9]=[CH:10][CH:11]=1.NC(N)=[S:24].[O-2].[Ca+2].[CH3:28][C:29]1[N:30]([C:34]2[CH:39]=[CH:38][C:37](I)=[CH:36][CH:35]=2)[CH:31]=[CH:32][N:33]=1>CC[PH+](CC)CC.CC[PH+](CC)CC.Cl[Ni]Cl.CN(C=O)C>[CH3:28][C:29]1[N:30]([C:34]2[CH:39]=[CH:38][C:37]([S:24][C:6]3[CH:7]=[C:8]([C:12]4([CH:18]=[N:19][O:20][CH3:21])[CH2:17][CH2:16][O:15][CH2:14][CH2:13]4)[CH:9]=[CH:10][CH:11]=3)=[CH:36][CH:35]=2)[CH:31]=[CH:32][N:33]=1 |f:0.1,4.5,7.8.9|. Procedure details: A 30-ml two-necked flask was equipped with a stopper, a nitrogen inlet and a magnetic stirring bar. The flask was charged with sodium cyanoborohydride (13 mg, 0.2 mmol) and flushed with nitrogen (this process was repeated twice). Bis(triethylphosphine)nickel(II)chloride (41 mg, 0.1 mmol), 4-(3-iodophenyl)-4-methoxyiminomethyl-3,4,5,6-tetrahydro-2H-pyran (1.2 g, 2.6 mmol) and thiourea (286 mg, 3.8 mmol) were then added and the flask was flushed with nitrogen three times. N,N-Dimethylformamide (2 ... The reactants are [Cl-].[NH4+] (ammonium chloride), C([O-])([O-])=O.[K+].[K+] (potassium carbonate), C(C)N=C=O (ethylisocyanate), ClC1=C(C=CC=C1)NC1=C(C=NC=2N1N=CC2S(=O)(=O)N)C(=O)N2CCC(CC2)C2=CC=CC=C2 (7-(2-chlorophenylamino)-6-(4-phenylpiperidine-1-carbonyl)pyrazolo[1,5-a]pyrimidine-3-sulfonamide). Run in CC(=O)C (acetone). Run at temperature 50 celsius, time 2 hour. Product: ClC1=C(C=CC=C1)NC1=C(C=NC=2N1N=CC2S(=O)(=O)NC(NCC)=O)C(=O)N2CCC(CC2)C2=CC=CC=C2 (7-(2-chlorophenylamino)-N-(ethylcarbamoyl)-6-(4-phenylpiperidine-1-carbonyl)pyrazolo[1,5-a]pyrimidine-3-sulfonamide). Isolated yield 47.3%. Reaction SMILES: [Cl:1][C:2]1[CH:7]=[CH:6][CH:5]=[CH:4][C:3]=1[NH:8][C:9]1[N:14]2[N:15]=[CH:16][C:17]([S:18]([NH2:21])(=[O:20])=[O:19])=[C:13]2[N:12]=[CH:11][C:10]=1[C:22]([N:24]1[CH2:29][CH2:28][CH:27]([C:30]2[CH:35]=[CH:34][CH:33]=[CH:32][CH:31]=2)[CH2:26][CH2:25]1)=[O:23].C(=O)([O-])[O-].[K+].[K+].[CH2:42]([N:44]=[C:45]=[O:46])[CH3:43].[Cl-].[NH4+]>CC(C)=O>[Cl:1][C:2]1[CH:7]=[CH:6][CH:5]=[CH:4][C:3]=1[NH:8][C:9]1[N:14]2[N:15]=[CH:16][C:17]([S:18]([NH:21][C:45](=[O:46])[NH:44][CH2:42][CH3:43])(=[O:19])=[O:20])=[C:13]2[N:12]=[CH:11][C:10]=1[C:22]([N:24]1[CH2:25][CH2:26][CH:27]([C:30]2[CH:35]=[CH:34][CH:33]=[CH:32][CH:31]=2)[CH2:28][CH2:29]1)=[O:23] |f:1.2.3,5.6|. Reported procedure: 7-(2-Chlorophenylamino)-6-(4-phenylpiperidine-1-carbonyl)pyrazolo[1,5-a]pyrimidine-3-sulfonamide (0.050 g, 0.098 mmol) obtained in Example 6 step 5 was dissolved in acetone (0.5 mL), potassium carbonate (0.041 g, 0.293 mmol) and ethylisocyanate (0.017 g, 0.245 mmol) were added, and the mixture was stirred at 50° C. for 2 hr. Saturated aqueous ammonium chloride solution was added to quench the reaction, and the mixture was extracted 3 times with ethyl acetate. The organic layers were combined, wa... Starting materials: ClCCl.CCCCCC (dichloromethane hexane), SiO2, FC1=CC=C(C=C1)NC(=O)C=1C=NC(=NC1)S(=O)C (2-methanesulfinylpyrimidine-5-carboxylic acid (4-fluorophenyl)amide), SCCO (β-mercaptoethanol), C1CCC2=NCCCN2CC1 (DBU). Run in C1CCOC1 (THF). Yields the product FC1=CC=C(C=C1)NC(=O)C=1C=NC(=NC1)SCCO (2-(2-Hydroxyethylsulfanyl)pyrimidine-5-carboxylic acid (4-fluorophenyl)amide). Isolated yield 47.0%. RXN SMILES: [F:1][C:2]1[CH:7]=[CH:6][C:5]([NH:8][C:9]([C:11]2[CH:12]=[N:13][C:14]([S:17]([CH3:19])=O)=[N:15][CH:16]=2)=[O:10])=[CH:4][CH:3]=1.SC[CH2:22][OH:23].C1CCN2C(=NCCC2)CC1.ClCCl.CCCCCC>C1COCC1>[F:1][C:2]1[CH:7]=[CH:6][C:5]([NH:8][C:9]([C:11]2[CH:12]=[N:13][C:14]([S:17][CH2:19][CH2:22][OH:23])=[N:15][CH:16]=2)=[O:10])=[CH:4][CH:3]=1 |f:3.4|. Reported procedure: To a solution of 2-methanesulfinylpyrimidine-5-carboxylic acid (4-fluorophenyl)amide (39 mg, 0.14 mmol) in THF (1 mL) was added β-mercaptoethanol (20 μL, 0.28 mmol) followed by DBU (43 μL, 0.28 mmol). After 15 min the reaction was quenched with 40 mL 1% HCl, resulting in the formation of solids. The solids were collected by filtration and washed with water. The filtrate was extracted with dichloromethane to afford a white solid after concentration. These were combined with the solids isolated fr...